This data is from the Open Reaction Database (ORD), a public repository of structured organic reaction records. The task is: describe an organic reaction: reactants, conditions, products, and yield Reactants: CC1(OC([C@H](O1)CC(=O)O)=O)C (2-((R)-2,2-Dimethyl-5-oxo-1,3-dioxolan-4-yl)acetic acid), C1CCOC1 (THF), [Si](C)(C)(C)C=[N+]=[N-] (TMSCHN2). Solvent: CO (MeOH). Reaction conditions: time 3 hour. Yields the product CC1(OC([C@H](O1)CC(=O)OC)=O)C (methyl 2-((R)-2,2-dimethyl-5-oxo-1,3-dioxolan-4-yl)acetate). RXN SMILES: [CH3:1][C:2]1([CH3:12])[O:6][C@H:5]([CH2:7][C:8]([OH:10])=[O:9])[C:4](=[O:11])[O:3]1.[CH2:13]1COCC1.[Si](C=[N+]=[N-])(C)(C)C>CO>[CH3:1][C:2]1([CH3:12])[O:6][C@H:5]([CH2:7][C:8]([O:10][CH3:13])=[O:9])[C:4](=[O:11])[O:3]1. Procedure: 2-((R)-2,2-Dimethyl-5-oxo-1,3-dioxolan-4-yl)acetic acid (15.8 g, 90.9 mmol) in a 3:1 mixture of THF:MeOH (100 mL) was cooled in an ice bath. After adding 2.0 M TMSCHN2 (50 mL, 100 mmol) the bath was removed, and the mixture was stirred at room temperature for 3 h. The solvent was evaporated, and the crude material was purified via silica gel chromatography using 0-50% EtOAc/hexanes to give methyl 2-((R)-2,2-dimethyl-5-oxo-1,3-dioxolan-4-yl)acetate. 1H NMR (400 MHz, CDCl3) d 4.73 (dd, J=6.6, 3.8 ...